From a dataset of the Open Reaction Database (ORD), a public repository of structured organic reaction records. describe an organic reaction: reactants, conditions, products, and yield As a reaction SMILES: [Cl-:1].[Ca+2].[Cl-].[CH3:4][CH2:5][C:6]([C:8]1[CH:13]=[CH:12][C:11]([CH3:14])=[CH:10][CH:9]=1)=[O:7].Cl.[NH:16]1[CH2:21][CH2:20][CH2:19][CH2:18][CH2:17]1.Cl.O1CCO[CH2:24]1>>[CH3:14][C:11]1[CH:12]=[CH:13][C:8]([C:6]([CH:5]([CH2:24][N:16]2[CH2:21][CH2:20][CH2:19][CH2:18][CH2:17]2)[CH3:4])=[O:7])=[CH:9][CH:10]=1.[ClH:1] |f:0.1.2,4.5,8.9|. Reported procedure: In a 3-L-three neck flask with a reflux condenser, a calcium chloride drying tower, and under an argon flow, 200 ml of 1,3-dioxolane and 146.2 ml of 4-methylpropiophenone are subjected to agitation and then there is added through a funnel 100 g piperidine hydrochloride and 4.0 ml of 33% aqueous hydrochloric acid. The powder in the funnel is washed afterwards with 20 ml 1,3-dioxolane, and the stirrer is switched on in the reaction flask. The reaction mixture is purged once with argon and stirred ... Reaction conditions: temperature 84.5 celsius, time 19 hour. The product is CC=1C=CC(=CC1)C(=O)C(C)CN2CCCCC2.Cl (Tolperisone Hydrochloride). The reactants are [Cl-].[Ca+2].[Cl-] (calcium chloride), CCC(=O)C1=CC=C(C=C1)C (4-methylpropiophenone), O1COCC1 (1,3-dioxolane), Cl.N1CCCCC1 (piperidine hydrochloride), Cl (hydrochloric acid). The reactants are Cc1cc(Br)ccc1C#N, CN(C)C=O, [Cl-], [Cl-], [Mg+2], [Na+], O, O, O, O, O, O, [SH-]. Product: Cc1cc(Br)ccc1C(N)=S. Reaction SMILES: [Br:12][c:13]1[cH:14][c:15]([CH3:21])[c:16]([C:17]#[N:18])[cH:19][cH:20]1.[CH3:22][N:23]([CH3:24])[CH:25]=[O:26].[Cl-:11].[Cl-:9].[Mg+2:10].[Na+:2].[OH2:3].[OH2:4].[OH2:5].[OH2:6].[OH2:7].[OH2:8].[SH-:1]>>[S:1]=[C:17]([c:16]1[c:15]([CH3:21])[cH:14][c:13]([Br:12])[cH:20][cH:19]1)[NH2:18]. Starting materials: C(C1=CC=CC=C1)SC(NCC(=C)Cl)=S ((2-chloro-allyl)-dithiocarbamic acid benzyl ester), S(=O)(=O)(Cl)Cl (sulfuryl chloride), ice, C(O)([O-])=O.[Na+] (sodium hydrogen carbonate). The solvent is ClCCl (dichloromethane), ClCCl (dichloromethane). Conditions: time 2 hour. Yields the product C(C1=CC=CC=C1)SC=1SC(=CN1)CCl (2-Benzylsulfanyl-5-chloromethyl-thiazole). Reaction SMILES: [CH2:1]([S:8][C:9](=[S:15])[NH:10][CH2:11][C:12](Cl)=[CH2:13])[C:2]1[CH:7]=[CH:6][CH:5]=[CH:4][CH:3]=1.C(=O)([O-])O.[Na+].S(Cl)([Cl:24])(=O)=O>ClCCl>[CH2:1]([S:8][C:9]1[S:15][C:12]([CH2:13][Cl:24])=[CH:11][N:10]=1)[C:2]1[CH:7]=[CH:6][CH:5]=[CH:4][CH:3]=1 |f:1.2|. Procedure: 5.0 g of (2-chloro-allyl)-dithiocarbamic acid benzyl ester and 4.1 g of sodium hydrogen carbonate are placed in 100 ml of dichloromethane and cooled in an ice bath. In the course of 3 minutes, a solution of 3.2 g of sulfuryl chloride in 10 ml of dichloromethane is added, and when the addition is complete the ice bath is removed. The mixture is stirred at room temperature for 2 hours and filtered off with suction, and the filtrate is concentrated by evaporation. The residue crystallises after the... Conditions: temperature 0 celsius, time 20 minute. The solvent is C1CCOC1 (THF), C1CCOC1 (THF). Yield: 30.7%. Yields the product C(CC)C1=CC=C(C(=O)C2COC3=CC(=CC=C3C2=O)C=C)C=C1 (3-(4-propylbenzoyl)-7-vinylchroman-4-one). Procedure details: To a flame-dried 10 mL round-bottom flask under nitrogen charged with butyllithium (2.5 M in hexanes) (0.875 mL, 2.19 mmol) in THF (1 mL) at 0° C. was added diisopropylamine (0.312 mL, 2.19 mmol) dropwise. The solution was stirred at 0° C. for 20 min. The solution was then cooled to −78° C., and 7-vinylchroman-4-one (Preparation 2D, 1.79 M in THF) (1.02 mL, 1.82 mmol) was added dropwise via syringe. The mixture was stirred for 20 min. at −78° C. 4-propylbenzoyl fluoride (0.303 g, 1.823 mmol) in ... RXN SMILES: C([Li])CCC.C(NC(C)C)(C)C.[CH:13]([C:15]1[CH:24]=[C:23]2[C:18]([C:19](=[O:25])[CH2:20][CH2:21][O:22]2)=[CH:17][CH:16]=1)=[CH2:14].[CH2:26]([C:29]1[CH:37]=[CH:36][C:32]([C:33](F)=[O:34])=[CH:31][CH:30]=1)[CH2:27][CH3:28]>C1COCC1>[CH2:26]([C:29]1[CH:30]=[CH:31][C:32]([C:33]([CH:20]2[C:19](=[O:25])[C:18]3[C:23](=[CH:24][C:15]([CH:13]=[CH2:14])=[CH:16][CH:17]=3)[O:22][CH2:21]2)=[O:34])=[CH:36][CH:37]=1)[CH2:27][CH3:28]. Reactants: C(CC)C1=CC=C(C(=O)F)C=C1 (4-propylbenzoyl fluoride), C(CCC)[Li] (butyllithium), C(=C)C1=CC=C2C(CCOC2=C1)=O (7-vinylchroman-4-one), C(C)(C)NC(C)C (diisopropylamine).